This data is from the Open Reaction Database (ORD), a public repository of structured organic reaction records. The task is: describe an organic reaction: reactants, conditions, products, and yield Reactants: OC=1C=2C(N=CC1C(=O)C1=CC=CC=C1)=NN(C2)C ((4-hydroxy-2-methyl-2H-pyrazolo[3,4-b]pyridin-5-yl)phenylmethanone), CI (methyl iodide), C([O-])([O-])=O.[K+].[K+] (potassium carbonate). Run in CN(C=O)C (dimethylformamide). Yields the product C(C1=CC=CC=C1)(=O)C=1C(C=2C(N(C1)C)=NN(C2)C)=O (5-benzoyl-2,7-dihydro-2,7-dimethyl-4H-pyrazolo[3,4-b]pyridin-4-one). As a reaction SMILES: [OH:1][C:2]1[C:3]2[C:4](=[N:16][N:17]([CH3:19])[CH:18]=2)[N:5]=[CH:6][C:7]=1[C:8]([C:10]1[CH:15]=[CH:14][CH:13]=[CH:12][CH:11]=1)=[O:9].CI.[C:22](=O)([O-])[O-].[K+].[K+]>CN(C)C=O>[C:8]([C:7]1[C:2](=[O:1])[C:3]2[C:4](=[N:16][N:17]([CH3:19])[CH:18]=2)[N:5]([CH3:22])[CH:6]=1)(=[O:9])[C:10]1[CH:15]=[CH:14][CH:13]=[CH:12][CH:11]=1 |f:2.3.4|. Procedure: 25.3 g. of (4-hydroxy-2-methyl-2H-pyrazolo[3,4-b]pyridin-5-yl)phenylmethanone (0.1 mol.), 15.5 g. of methyl iodide (0.11 mol.) and 21 g. of potassium carbonate (0.15 mol.) are heated in 150 ml. of dimethylformamide with stirring at 80° for 10 hours. After this time, the inorganic precipitate is filtered off and the filtrate evaporated to dryness. The remaining 5-benzoyl-2,7-dihydro-2,7-dimethyl-4H-pyrazolo[3,4-b]pyridin-4-one is recrystallized from butanol, yield 18 g. (67%); m.p. 272°-274°. Starting materials: COC1=CC=C(C=C1)C1(N=C(COC1)N(C)N=O)C ([5-(4-methoxyphenyl)-5-methyl-5,6-dihydro-2H-[1,4]oxazin-3-yl]-N-nitroso-N-methylamine), CN(C=O)C (N,N-dimethylformamide), CC(C)([O-])C.[K+] (potassium tert-butoxide), [N+](=O)([O-])C (nitromethane). Run at time 15 minute. The product is COC1=CC=C(C=C1)C1(N\C(\COC1)=C/[N+](=O)[O-])C (3-(4-Methoxyphenyl)-3-methyl-5-[1-nitrometh-(Z)-ylidene]morpholine). Reaction SMILES: [CH3:1][O:2][C:3]1[CH:8]=[CH:7][C:6]([C:9]2([CH3:19])[CH2:14][O:13][CH2:12][C:11](N(N=O)C)=[N:10]2)=[CH:5][CH:4]=1.CN(C)C=O.CC(C)([O-])C.[K+].[N+:31]([CH3:34])([O-:33])=[O:32]>>[CH3:1][O:2][C:3]1[CH:4]=[CH:5][C:6]([C:9]2([CH3:19])[CH2:14][O:13][CH2:12]/[C:11](=[CH:34]/[N+:31]([O-:33])=[O:32])/[NH:10]2)=[CH:7][CH:8]=1 |f:2.3|. Procedure: A mixture of 100 mmol of [5-(4-methoxyphenyl)-5-methyl-5,6-dihydro-2H-[1,4]oxazin-3-yl]-N-nitroso-N-methylamine, 200 ml of N,N-dimethylformamide, 50 ml of nitromethane and 115 mmol of potassium tert-butoxide is stirred at room temperature for 15 minutes. It is quenched by adding 20 ml of glacial acetic acid and diluted with dichloromethane and water. The organic phase is separated off, washed with water, dried with sodium sulphate and evaporated. The title compound is identified from the residue... Starting materials: ClC1=C(C=CC(=C1)OC1=CC=C(C=C1)Cl)C=1N=C(SC1)N (4-[2-chloro-4-(4-chlorophenoxy)phenyl]-1,3-thiazol-2-amine), BrC1=CC(=C(C=C1F)S(=O)(=O)Cl)F (4-bromo-2,5-difluorobenzenesulfonyl chloride). The product is BrC1=CC(=C(C=C1F)S(=O)(=O)NC=1SC=C(N1)C1=C(C=C(C=C1)OC1=CC=C(C=C1)Cl)Cl)F (4-Bromo-N-{4-[2-chloro-4-(4-chlorophenoxy)phenyl]-1,3-thiazol-2-yl}-2,5-difluorobenzenesulfonamide), solid. Reaction SMILES: [Cl:1][C:2]1[CH:7]=[C:6]([O:8][C:9]2[CH:14]=[CH:13][C:12]([Cl:15])=[CH:11][CH:10]=2)[CH:5]=[CH:4][C:3]=1[C:16]1[N:17]=[C:18]([NH2:21])[S:19][CH:20]=1.[Br:22][C:23]1[C:28]([F:29])=[CH:27][C:26]([S:30](Cl)(=[O:32])=[O:31])=[C:25]([F:34])[CH:24]=1>>[Br:22][C:23]1[C:28]([F:29])=[CH:27][C:26]([S:30]([NH:21][C:18]2[S:19][CH:20]=[C:16]([C:3]3[CH:4]=[CH:5][C:6]([O:8][C:9]4[CH:14]=[CH:13][C:12]([Cl:15])=[CH:11][CH:10]=4)=[CH:7][C:2]=3[Cl:1])[N:17]=2)(=[O:31])=[O:32])=[C:25]([F:34])[CH:24]=1. Procedure: The title compound was prepared 4-[2-chloro-4-(4-chlorophenoxy)phenyl]-1,3-thiazol-2-amine (91 mg) and 4-bromo-2,5-difluorobenzenesulfonyl chloride (79 mg) as described in the synthetic METHOD B to give a white solid (46.9 mg) with purity >90%: MS (neg) m/z 589.5, 591.5, 593.5; HRMS m/z 589.8745 (calc. of monoisotopic mass for C21 H11 Br Cl2 F2N2 O3 S2 gives 589.8740).